This data is from the Open Reaction Database (ORD), a public repository of structured organic reaction records. The task is: describe an organic reaction: reactants, conditions, products, and yield Reactants: C(C)(=O)O[C@@H]1[C@@]2(CO[C@]([C@@H]([C@H]1OC(C)=O)OC(C)=O)(O2)C2=CC(=C(C=C2)Cl)CC2=CC=C(C=C2)OC2=CC=C(C=C2)C(C)=NOCC)COC(C)=O ((1R,2S,3S,4R,5S)-1-(acetoxymethyl)-5-(4-chloro-3-(4-(4-(1-(ethoxyimino)ethyl)phenoxy)benzyl)phenyl)-6,8-dioxabicyclo[3.2.1]octane-2,3,4-triyl triacetate), CO (methanol), O (water), O.[OH-].[Li+] (lithium hydroxide monohydrate). Run in C1CCOC1 (THF). Reaction conditions: time 1 hour. Yields the product C(C)ON=C(C)C1=CC=C(C=C1)OC1=CC=C(C=C1)CC1=C(C=CC(=C1)[C@]12[C@@H]([C@H]([C@@H]([C@](CO1)(O2)CO)O)O)O)Cl (1-(4-(4-(2-chloro-5-((1S,2S,3S,4R,5S)-2,3,4-trihydroxy-1-(hydroxylmethyl)-6,8-dioxabicyclo[3.2.1]octan-5-yl)benzyl)phenoxy)phenyl)ethanone O-ethyl oxime). The yield is 100.2%. As a reaction SMILES: C([O:4][C@H:5]1[C@H:11]([O:12]C(=O)C)[C@@H:10]([O:16]C(=O)C)[C@:9]2([C:21]3[CH:26]=[CH:25][C:24]([Cl:27])=[C:23]([CH2:28][C:29]4[CH:34]=[CH:33][C:32]([O:35][C:36]5[CH:41]=[CH:40][C:39]([C:42](=[N:44][O:45][CH2:46][CH3:47])[CH3:43])=[CH:38][CH:37]=5)=[CH:31][CH:30]=4)[CH:22]=3)[O:20][C@@:6]1([CH2:48][O:49]C(=O)C)[CH2:7][O:8]2)(=O)C.CO.O.O.[OH-].[Li+]>C1COCC1>[CH2:46]([O:45][N:44]=[C:42]([C:39]1[CH:38]=[CH:37][C:36]([O:35][C:32]2[CH:31]=[CH:30][C:29]([CH2:28][C:23]3[CH:22]=[C:21]([C@@:9]45[O:20][C@@:6]([CH2:48][OH:49])([CH2:7][O:8]4)[C@@H:5]([OH:4])[C@H:11]([OH:12])[C@H:10]5[OH:16])[CH:26]=[CH:25][C:24]=3[Cl:27])=[CH:34][CH:33]=2)=[CH:41][CH:40]=1)[CH3:43])[CH3:47] |f:3.4.5|. Procedure details: To a solution of (1R,2S,3S,4R,5S)-1-(acetoxymethyl)-5-(4-chloro-3-(4-(4-(1-(ethoxyimino)ethyl)phenoxy)benzyl)phenyl)-6,8-dioxabicyclo[3.2.1]octane-2,3,4-triyl triacetate (210.0 mg, 0.28 mmol), in THF (1.6 mL), methanol (2.4 mL) and water (0.8 mL) was added lithium hydroxide monohydrate (14.0 mg, 0.34 mmol) at 0° C. The reaction mixture was stirred at r.t. for 1 h. After the completion of reaction as confirmed by TLC, volatiles were evaporated in vacuo and the compound was diluted with ethyl acet...